The task is: describe an organic reaction: reactants, conditions, products, and yield. This data is from the Open Reaction Database (ORD), a public repository of structured organic reaction records. Reactants: O=S1(=O)N=C(Cl)Nc2ccc(Cl)cc21, NCCC(c1ccccc1)c1ccccc1. Yields the product O=S1(=O)N=C(NCCC(c2ccccc2)c2ccccc2)Nc2ccc(Cl)cc21. Reaction SMILES: [Cl:1][C:2]1=[N:3][S:4](=[O:13])(=[O:14])[c:5]2[c:6]([cH:8][cH:9][c:10]([Cl:12])[cH:11]2)[NH:7]1.[c:15]1([CH:21]([CH2:22][CH2:23][NH2:24])[c:25]2[cH:26][cH:27][cH:28][cH:29][cH:30]2)[cH:16][cH:17][cH:18][cH:19][cH:20]1>>[C:2]1([NH:24][CH2:23][CH2:22][CH:21]([c:15]2[cH:16][cH:17][cH:18][cH:19][cH:20]2)[c:25]2[cH:26][cH:27][cH:28][cH:29][cH:30]2)=[N:3][S:4](=[O:13])(=[O:14])[c:5]2[c:6]([cH:8][cH:9][c:10]([Cl:12])[cH:11]2)[NH:7]1. Reactants: ClC1=C(C#N)C=C(C=C1OC1=C(C=CC=2NN=NC21)Cl)Cl (2,5-dichloro-3-[(5-chloro-1H-1,2,3-benzotriazol-4-yl)oxy]benzonitrile), C([O-])([O-])=O.[Cs+].[Cs+] (cesium carbonate), BrCC1=NN(C2=NC=CC=C21)C(=O)OC(C)(C)C (tert-butyl 3-(bromomethyl)-1H-pyrazolo[3,4-b]pyridine-1-carboxylate). Run in CN(C)C=O (DMF), CN(C)C=O (DMF). Run at time 1 hour. Yields the product ClC1=C(C2=C(N(N=N2)CC2=NN(C3=NC=CC=C32)C(=O)OC(C)(C)C)C=C1)OC1=C(C(=CC(=C1)Cl)C#N)Cl (tert-butyl 3-{[5-chloro-4-(2,5-dichloro-3-cyanophenoxy)-1H-1,2,3-benzotriazol-1-yl]methyl}-1H-pyrazolo[3,4-b]pyridine-1-carboxylate). As a reaction SMILES: [Cl:1][C:2]1[C:9]([O:10][C:11]2[C:19]3[N:18]=[N:17][NH:16][C:15]=3[CH:14]=[CH:13][C:12]=2[Cl:20])=[CH:8][C:7]([Cl:21])=[CH:6][C:3]=1[C:4]#[N:5].C(=O)([O-])[O-].[Cs+].[Cs+].Br[CH2:29][C:30]1[C:38]2[C:33](=[N:34][CH:35]=[CH:36][CH:37]=2)[N:32]([C:39]([O:41][C:42]([CH3:45])([CH3:44])[CH3:43])=[O:40])[N:31]=1>CN(C=O)C>[Cl:20][C:12]1[CH:13]=[CH:14][C:15]2[N:16]([CH2:29][C:30]3[C:38]4[C:33](=[N:34][CH:35]=[CH:36][CH:37]=4)[N:32]([C:39]([O:41][C:42]([CH3:45])([CH3:44])[CH3:43])=[O:40])[N:31]=3)[N:17]=[N:18][C:19]=2[C:11]=1[O:10][C:9]1[CH:8]=[C:7]([Cl:21])[CH:6]=[C:3]([C:4]#[N:5])[C:2]=1[Cl:1] |f:1.2.3|. Reported procedure: 2,5-dichloro-3-[(5-chloro-1H-1,2,3-benzotriazol-4-yl)oxy]benzonitrile (1.00 g, 2.94 mmol) and cesium carbonate (1.15 g, 3.53 mmol) were suspended in dry DMF (10 mL) under N2 and tert-butyl 3-(bromomethyl)-1H-pyrazolo[3,4-b]pyridine-1-carboxylate (0.965 g, 3.09 mmol) was added as a solution in DMF (5 mL) at room temperature. After 1 hour, the reaction mixture was quenched with saturated aqueous ammonium chloride (20 mL) and diluted with water (50 mL). The mixture was then extracted with ethyl ace... Starting materials: [OH-].[Na+] (sodium hydroxide), CO (methanol), COC1=C2CC(CC2=C(C(=C1OC)OC)OC)CCCCOC1=CC=C(C(=O)OC)C=C1 (methyl 4-[4-(4,5,6,7-tetramethoxyindan-2-yl)butoxy]benzoate), Cl (hydrochloric acid). Solvent: O (Water). The product is COC1=C2CC(CC2=C(C(=C1OC)OC)OC)CCCCOC1=CC=C(C(=O)O)C=C1 (4-[4-(4,5,6,7-Tetramethoxyindan-2-yl)butoxy]benzoic acid). The yield is 95.9%. RXN SMILES: [OH-].[Na+].CO.[CH3:5][O:6][C:7]1[C:15]([O:16][CH3:17])=[C:14]([O:18][CH3:19])[C:13]([O:20][CH3:21])=[C:12]2[C:8]=1[CH2:9][CH:10]([CH2:22][CH2:23][CH2:24][CH2:25][O:26][C:27]1[CH:36]=[CH:35][C:30]([C:31]([O:33]C)=[O:32])=[CH:29][CH:28]=1)[CH2:11]2.Cl>O>[CH3:21][O:20][C:13]1[C:14]([O:18][CH3:19])=[C:15]([O:16][CH3:17])[C:7]([O:6][CH3:5])=[C:8]2[C:12]=1[CH2:11][CH:10]([CH2:22][CH2:23][CH2:24][CH2:25][O:26][C:27]1[CH:36]=[CH:35][C:30]([C:31]([OH:33])=[O:32])=[CH:29][CH:28]=1)[CH2:9]2 |f:0.1|. Procedure details: An aqueous sodium hydroxide solution (3 N, 1.04 ml, 3.12 mmols) was added to a methanol (10 ml) solution of methyl 4-[4-(4,5,6,7-tetramethoxyindan-2-yl)butoxy]benzoate (920 mg, 2.07 mmols), and heated under reflux for 6 hours. Water was added to the reaction mixture, which was made acidic by adding 1 N hydrochloric acid and extracted with ethyl acetate. The organic layer was washed with a saturated aqueous sodium chloride solution, and then dried. The solvent was evaporated out in vacuo, and the... Reactants: CC1=C(C(=CC=C1C)C)O (2,3,6-Trimethylphenol), CC(C)(C=C)O (2-methyl-3-buten-2-ol). Solvent: C(=O)O (formic acid). Conditions: temperature 50 celsius, time 2 hour. The product is CC1=C(C(=CC(=C1C)CC=C(C)C)C)O (2,3,6-Trimethyl-4-(3-methyl-2-butenyl)phenol). Isolated yield 59.7%. As a reaction SMILES: [CH3:1][C:2]1[C:7]([CH3:8])=[CH:6][CH:5]=[C:4]([CH3:9])[C:3]=1[OH:10].[CH3:11][C:12](O)([CH:14]=[CH2:15])[CH3:13]>C(O)=O>[CH3:1][C:2]1[C:7]([CH3:8])=[C:6]([CH2:15][CH:14]=[C:12]([CH3:13])[CH3:11])[CH:5]=[C:4]([CH3:9])[C:3]=1[OH:10]. Reported procedure: 2,3,6-Trimethylphenol (68 g, 0.5 mol) and formic acid (100 mL) were combined and warmed to 50°-55° C. with vigorous agitation. To this mixture was added 2-methyl-3-buten-2-ol (47.3 g, 0.55 mol) dropwise over 0.25 h. The reaction mixture was stirred for an additional 2 h at 50° C., and then quenched into water (300 mL). The crude product was isolated by extraction with toluene (3×100 mL) followed by washing with water (200 mL), 5% sodium bicarbonate (2×100 mL), and brine (3×100 mL). Evaporation o... The reactants are N1=C(C=CC=C1)C1=CC2=C(N=CN=C2OC2=CC=C(C=C2)N)N1 (4-(6-(Pyridin-2-yl)-7H-pyrrolo[2,3-d]pyrimidin-4-yloxy)phenylamine), C1(=CC=CC=C1)OC(NC=1SC=CN1)=O ((thiazol-2-yl)carbamic acid phenyl ester). Solvent: CS(=O)C (dimethylsulfoxide). Yields the product N1=C(C=CC=C1)C1=CC2=C(N=CN=C2OC2=CC=C(C=C2)NC(=O)NC=2SC=CN2)N1 (1-[4-(6-(Pyridin-2-yl)-7H-pyrrolo[2,3-d]pyrimidin-4-yloxy)-phenyl]-3-(thiazol-2-yl)urea). Yield: 77.7%. As a reaction SMILES: [N:1]1[CH:6]=[CH:5][CH:4]=[CH:3][C:2]=1[C:7]1[NH:23][C:10]2[N:11]=[CH:12][N:13]=[C:14]([O:15][C:16]3[CH:21]=[CH:20][C:19]([NH2:22])=[CH:18][CH:17]=3)[C:9]=2[CH:8]=1.C1([O:30][C:31](=O)[NH:32][C:33]2[S:34][CH:35]=[CH:36][N:37]=2)C=CC=CC=1>CS(C)=O>[N:1]1[CH:6]=[CH:5][CH:4]=[CH:3][C:2]=1[C:7]1[NH:23][C:10]2[N:11]=[CH:12][N:13]=[C:14]([O:15][C:16]3[CH:21]=[CH:20][C:19]([NH:22][C:31]([NH:32][C:33]4[S:34][CH:35]=[CH:36][N:37]=4)=[O:30])=[CH:18][CH:17]=3)[C:9]=2[CH:8]=1. Reported procedure: 4-(6-(Pyridin-2-yl)-7H-pyrrolo[2,3-d]pyrimidin-4-yloxy)phenylamine (100 mg) and (thiazol-2-yl)carbamic acid phenyl ester (116 mg) were heated and stirred in dimethylsulfoxide (2.5 ml) at 80° C. for 1 hour, in the same manner as Example 224, to obtain the title compound (110 mg) as a solid. The reactants are COC(=O)CC1=CC=C(C=C1)N1N=CC(=C1SCCC)C(=O)OC(C)(C)C (tert-butyl 1-[4-(methoxycarbonylmethyl)phenyl]-5-propylsulfanyl-pyrazole-4-carboxylate), C(=O)(C(F)(F)F)O (TFA). The solvent is C(Cl)Cl (DCM). Reaction conditions: time 5 hour. Yields the product COC(=O)CC1=CC=C(C=C1)N1N=CC(=C1SCCC)C(=O)O (1-[4-(methoxycarbonylmethyl)phenyl]-5-propylsulfanyl-pyrazole-4-carboxylic acid). As a reaction SMILES: [CH3:1][O:2][C:3]([CH2:5][C:6]1[CH:11]=[CH:10][C:9]([N:12]2[C:16]([S:17][CH2:18][CH2:19][CH3:20])=[C:15]([C:21]([O:23]C(C)(C)C)=[O:22])[CH:14]=[N:13]2)=[CH:8][CH:7]=1)=[O:4].C(O)(C(F)(F)F)=O>C(Cl)Cl>[CH3:1][O:2][C:3]([CH2:5][C:6]1[CH:7]=[CH:8][C:9]([N:12]2[C:16]([S:17][CH2:18][CH2:19][CH3:20])=[C:15]([C:21]([OH:23])=[O:22])[CH:14]=[N:13]2)=[CH:10][CH:11]=1)=[O:4]. Procedure details: tert-butyl 1-[4-(methoxycarbonylmethyl)phenyl]-5-propylsulfanyl-pyrazole-4-carboxylate (Intermediate#36) was dissolved in DCM (10 mL). TFA (2 mL) was added and the mixture was stirred at ambient temperature for 5 h. Volatiles were then evaporated under reduced pressure and the residue dried under vacuum to afford 1-[4-(methoxycarbonylmethyl)phenyl]-5-propylsulfanyl-pyrazole-4-carboxylic acid as a light brown oil. (440 mg, 98%) Starting materials: COC(=O)c1ccc(OCC2CCCO2)cc1, CO, [Na+], [OH-]. Yields the product O=C(O)c1ccc(OCC2CCCO2)cc1. RXN SMILES: [CH3:1][O:2][C:3]([c:4]1[cH:5][cH:6][c:7]([O:10][CH2:11][CH:12]2[O:13][CH2:14][CH2:15][CH2:16]2)[cH:8][cH:9]1)=[O:17].[CH3:20][OH:21].[Na+:19].[OH-:18]>>[O:2]=[C:3]([c:4]1[cH:5][cH:6][c:7]([O:10][CH2:11][CH:12]2[O:13][CH2:14][CH2:15][CH2:16]2)[cH:8][cH:9]1)[OH:17]. The reactants are CCOC(=O)CC(=O)OCC, CCOC(Nc1ccccc1)C(F)(F)F, Cl, [H-], [Na+], C1CCOC1. The product is CCOC(=O)C(C(=O)OCC)C(Nc1ccccc1)C(F)(F)F. RXN SMILES: [C:1]([CH2:2][C:3](=[O:4])[O:5][CH2:6][CH3:7])(=[O:8])[O:9][CH2:10][CH3:11].[CH2:14]([O:15][CH:17]([C:18]([F:19])([F:20])[F:21])[NH:22][c:23]1[cH:24][cH:25][cH:26][cH:27][cH:28]1)[CH3:16].[ClH:29].[H-:12].[Na+:13].[O:30]1[CH2:31][CH2:32][CH2:33][CH2:34]1>>[C:1]([CH:2]([C:3](=[O:4])[O:5][CH2:6][CH3:7])[CH:17]([C:18]([F:19])([F:20])[F:21])[NH:22][c:23]1[cH:24][cH:25][cH:26][cH:27][cH:28]1)(=[O:8])[O:9][CH2:10][CH3:11].